Task: describe an organic reaction: reactants, conditions, products, and yield. Dataset: the Open Reaction Database (ORD), a public repository of structured organic reaction records Starting materials: CCN1CCOCC1, CCN=C=NCCCN(C)C, CN1C(=O)N(c2cccnc2Cl)CC1C(=O)O, NCc1ccc(Cl)cc1Cl, ClCCl, Cl, O, On1nnc2ccccc21. Product: CN1C(=O)N(c2cccnc2Cl)CC1C(=O)NCc1ccc(Cl)cc1Cl. As a reaction SMILES: [CH2:18]([N:19]1[CH2:20][CH2:21][O:22][CH2:23][CH2:24]1)[CH3:25].[CH2:38]([N:39]=[C:40]=[N:41][CH2:42][CH2:43][CH2:44][N:45]([CH3:46])[CH3:47])[CH3:48].[Cl:1][c:2]1[n:3][cH:4][cH:5][cH:6][c:7]1[N:8]1[C:9](=[O:17])[N:10]([CH3:16])[CH:11]([C:13](=[O:14])[OH:15])[CH2:12]1.[Cl:49][c:50]1[c:51]([CH2:57][NH2:58])[cH:52][cH:53][c:54]([Cl:56])[cH:55]1.[Cl:59][CH2:60][Cl:61].[ClH:37].[OH2:26].[OH:27][n:28]1[c:29]2[cH:30][cH:31][cH:32][cH:33][c:34]2[n:35][n:36]1>>[Cl:1][c:2]1[n:3][cH:4][cH:5][cH:6][c:7]1[N:8]1[C:9](=[O:17])[N:10]([CH3:16])[CH:11]([C:13](=[O:15])[NH:58][CH2:57][c:51]2[c:50]([Cl:49])[cH:55][c:54]([Cl:56])[cH:53][cH:52]2)[CH2:12]1. Reactants: O.P(=O)(O)(O)[O-].[Na+] (sodium dihydrogenphosphate monohydrate), Cl(=O)[O-].[Na+] (sodium chlorite), FC1=CC(=C(C2=CC=CC=C12)OC)C=O (4-fluoro-1-methoxynaphthalene-2-carbaldehyde), OO (hydrogen peroxide). The product is FC1=CC(=C(C2=CC=CC=C12)OC)C(=O)O (4-fluoro-1-methoxynaphthalene-2-carboxylic acid). Reported procedure: 9.3 g of 4-fluoro-1-methoxynaphthalene-2-carbaldehyde were dissolved in 100 mL of acetonitrile. 2.1 g sodium dihydrogenphosphate monohydrate in 10 mL of water were added, followed by the addition of 9.5 mL hydrogen peroxide (30%). 8.9 g sodium chlorite, dissolved in 20 mL water were added dropwise while maintaining an internal temperature between 5° C. and 15° C. The reaction was then allowed to come to room temp over 2.5 h. The precipitated solid was filtered with suction, and the solid was was... Run at time 2.5 hour. The solvent is O (water), O (water), C(C)#N (acetonitrile). As a reaction SMILES: [F:1][C:2]1[C:11]2[C:6](=[CH:7][CH:8]=[CH:9][CH:10]=2)[C:5]([O:12][CH3:13])=[C:4]([CH:14]=[O:15])[CH:3]=1.O.P([O-])(O)(O)=[O:18].[Na+].OO.Cl([O-])=O.[Na+]>C(#N)C.O>[F:1][C:2]1[C:11]2[C:6](=[CH:7][CH:8]=[CH:9][CH:10]=2)[C:5]([O:12][CH3:13])=[C:4]([C:14]([OH:18])=[O:15])[CH:3]=1 |f:1.2.3,5.6|. Yield: 280.5%. The reactants are C(C)(C)(C)OC(=O)[C@]1([C@@H]([C@@H]1C1=CC=CC=C1)COC)C(N(C)OC)=O ((1R*,2R*,3R*)-2-methoxymethyl-1-(methoxy-methyl-carbamoyl)-3-phenyl-cyclopropanecarboxylic acid t-butyl ester). The solvent is FC(C(=O)O)(F)F (trifluoroacetic acid), ClCCl (dichloromethane). Run at time 2 hour. The product is COC[C@H]1[C@@]([C@H]1C1=CC=CC=C1)(C(=O)O)C(N(C)OC)=O ((1R*,2R*,3R*)-2-methoxymethyl-1-(methoxy-methyl-carbamoyl)-3-phenyl-cyclopropanecarboxylic acid). RXN SMILES: C([O:5][C:6]([C@:8]1([C:20](=[O:25])[N:21]([O:23][CH3:24])[CH3:22])[C@@H:10]([C:11]2[CH:16]=[CH:15][CH:14]=[CH:13][CH:12]=2)[C@H:9]1[CH2:17][O:18][CH3:19])=[O:7])(C)(C)C>FC(F)(F)C(O)=O.ClCCl>[CH3:19][O:18][CH2:17][C@@H:9]1[C@H:10]([C:11]2[CH:16]=[CH:15][CH:14]=[CH:13][CH:12]=2)[C@@:8]1([C:20](=[O:25])[N:21]([O:23][CH3:24])[CH3:22])[C:6]([OH:7])=[O:5]. Procedure: (1R*,2R*,3R*)-2-methoxymethyl-1-(methoxy-methyl-carbamoyl)-3-phenyl-cyclopropanecarboxylic acid t-butyl ester (30 mg, 0.086 mmol) was dissolved in 1 mL of trifluoroacetic acid and 1 mL of dichloromethane. After stirring at room temperature for 2 hours, the reaction mixture was concentrated and azeotroped with toluene. The product was dried under high vacuum before use. The reactants are [Cl-].[Cl-].[Ca+2] (CaCl2), COC(=O)C1(C(C1)C=C)C(=O)OC (2-vinylcyclopropane-1,1-dicarboxylic acid dimethyl ester), COC(CC(=O)OC)=O (malonic acid dimethyl ester), BrC\C=C\CBr (trans-1,4-dibromobut-2-ene), ice water, [OH-].[K+] (KOH). Run in CO (methanol). Conditions: time 12 hour. Yields the product COC(=O)C1(C(C1)C=C)C(=O)O (2-vinylcyclopropane-1,1-dicarboxylic acid monomethyl ester). Yield: 82.9%. RXN SMILES: [Cl-].[Cl-].[Ca+2].[CH3:4][O:5][C:6]([C:8]1([C:13]([O:15]C)=[O:14])[CH2:10][CH:9]1[CH:11]=[CH2:12])=[O:7].COC(=O)CC(OC)=O.BrC/C=C/CBr.[OH-].[K+]>CO>[CH3:4][O:5][C:6]([C:8]1([C:13]([OH:15])=[O:14])[CH2:10][CH:9]1[CH:11]=[CH2:12])=[O:7] |f:0.1.2,6.7|. Procedure: In a 100-ml two-necked flask with thermometer, magnet stirrer and CaCl2 tube, 36.8 g (0.2 mole) of 2-vinylcyclopropane-1,1-dicarboxylic acid dimethyl ester, which is accessible from malonic acid dimethyl ester and trans-1,4-dibromobut-2-ene (cf. U.S. Pat. No. 4,713,478 and U.S. Pat. No. 4,713,479) were dissolved in 65 ml of methanol and cooled to ca. 5° C. with ice water. 13.3 g (0.2 mole) of KOH were added portionwise to the mixture, so that the temperature did not rise above 15° C. To complete...